Task: describe an organic reaction: reactants, conditions, products, and yield. Dataset: the Open Reaction Database (ORD), a public repository of structured organic reaction records Product: C(C)OC(=O)C(CC1=C(C=C(C(=O)OC)C=C1)F)C(C)=O (Methyl 4-(2-(ethoxycarbonyl)-3-oxobutyl)-3-fluorobenzoate). RXN SMILES: [H-].[Na+].[C:3]([O:9][CH2:10][CH3:11])(=[O:8])[CH2:4][C:5]([CH3:7])=[O:6].Br[CH2:13][C:14]1[CH:23]=[CH:22][C:17]([C:18]([O:20][CH3:21])=[O:19])=[CH:16][C:15]=1[F:24]>C1COCC1>[CH2:10]([O:9][C:3]([CH:4]([C:5](=[O:6])[CH3:7])[CH2:13][C:14]1[CH:23]=[CH:22][C:17]([C:18]([O:20][CH3:21])=[O:19])=[CH:16][C:15]=1[F:24])=[O:8])[CH3:11] |f:0.1|. Reaction conditions: temperature 0 celsius, time 10 minute. Solvent: C1CCOC1 (THF), C1CCOC1 (THF). Starting materials: BrCC1=C(C=C(C(=O)OC)C=C1)F (methyl 4-(bromomethyl)-3-fluorobenzoate), ice water, [H-].[Na+] (Sodium hydride), C(CC(=O)C)(=O)OCC (ethyl acetoacetate). Procedure details: Sodium hydride (60% dispersion in mineral oil; 2.45 g) was added portionwise over 10 min to a solution of ethyl acetoacetate (7.5 mL) in THF (60 mL) at 0° C. under nitrogen. The resulting mixture was stirred at 0° C. for 10 min and a solution of methyl 4-(bromomethyl)-3-fluorobenzoate (12.1 g) in THF (40 mL) added over 10 min. The mixture was heated to 65° C. for 15 h and allowed to cool. The mixture was poured cautiously into ice/water (300 mL) and the aqueous extracted with EtOAc. The combined... Reactants: C[Si](C)(C)C=[N+]=[N-], CO, CC1(C(=O)O)CCCCC1, CCOCC. Yields the product COC(=O)C1(C)CCCCC1. Reaction SMILES: [CH3:11][Si:12]([CH:13]=[N+:14]=[N-:15])([CH3:16])[CH3:17].[CH3:18][OH:19].[CH3:1][C:2]1([C:8](=[O:9])[OH:10])[CH2:3][CH2:4][CH2:5][CH2:6][CH2:7]1.[CH3:20][CH2:21][O:22][CH2:23][CH3:24]>>[CH3:1][C:2]1([C:8](=[O:9])[O:10][CH3:11])[CH2:3][CH2:4][CH2:5][CH2:6][CH2:7]1.